This data is from the Open Reaction Database (ORD), a public repository of structured organic reaction records. The task is: describe an organic reaction: reactants, conditions, products, and yield Reactants: NCC(C)O ((RS)-1-amino-2-propanol), O=CCC1C(C2=CC(=C(C=C2C1)OC)OC)=O ((RS)-2-(2-oxoethyl)-5,6-dimethoxy-1-indanone), C1(=CC=C(C=C1)S(=O)(=O)O)C (p-toluenesulfonic acid), O (water). The solvent is C1(=CC=CC=C1)C (toluene), C1(=CC=CC=C1)C (toluene). Reaction conditions: time 30 minute. The product is COC=1C=C2CC3=C(N(C=C3)CC(C)O)C2=CC1OC ((RS)-1-(1,4-dihydro-6,7-dimethoxy-indeno[1,2-b]pyrrol-1-yl)-propan-2-ol). Yield: 39.0%. Reaction SMILES: O=[CH:2][CH2:3][CH:4]1[CH2:12][C:11]2[C:6](=[CH:7][C:8]([O:15][CH3:16])=[C:9]([O:13][CH3:14])[CH:10]=2)[C:5]1=O.C1(C)C=CC(S(O)(=O)=O)=CC=1.O.[NH2:30][CH2:31][CH:32]([OH:34])[CH3:33]>C1(C)C=CC=CC=1>[CH3:14][O:13][C:9]1[CH:10]=[C:11]2[C:6](=[CH:7][C:8]=1[O:15][CH3:16])[C:5]1[N:30]([CH2:31][CH:32]([OH:34])[CH3:33])[CH:2]=[CH:3][C:4]=1[CH2:12]2. Procedure: A solution of 2 g of (RS)-2-(2-oxoethyl)-5,6-dimethoxy-1-indanone and 80 mg of p-toluenesulfonic acid in 70 ml of anhydrous toluene was heated on a water separator. A solution of 2.56 g of (RS)-1-amino-2-propanol in 20 ml of anhydrous toluene was added dropwise to the boiling solution over a period of 5 minutes. Subsequently, the mixture was boiled for an additional 30 minutes, during which the solvent was reduced to a volume of 20 ml. The cooled reaction mixture was purified by column chromatog... The reactants are COC(=O)CBr, O=C([O-])[O-], CN(C)C=O, CC(C)O, [K+], [K+], O=C(c1ccccc1)c1ccc(O)cc1O. Yields the product COC(=O)COc1ccc(C(=O)c2ccccc2)c(O)c1. Reaction SMILES: [Br:17][CH2:18][C:19](=[O:20])[O:21][CH3:22].[C:23](=[O:24])([O-:25])[O-:26].[CH3:29][N:30]([CH3:31])[CH:32]=[O:33].[CH3:34][CH:35]([OH:36])[CH3:37].[K+:27].[K+:28].[OH:1][c:2]1[c:3]([C:4](=[O:5])[c:6]2[cH:7][cH:8][cH:9][cH:10][cH:11]2)[cH:12][cH:13][c:14]([OH:16])[cH:15]1>>[OH:1][c:2]1[c:3]([C:4](=[O:5])[c:6]2[cH:7][cH:8][cH:9][cH:10][cH:11]2)[cH:12][cH:13][c:14]([O:16][CH2:18][C:19](=[O:20])[O:21][CH3:22])[cH:15]1.